From a dataset of the Open Reaction Database (ORD), a public repository of structured organic reaction records. describe an organic reaction: reactants, conditions, products, and yield Starting materials: CN1CC=2N(C3=C(C1=O)C=CC=C3)C=NC2 (4,5-dihydro-5-methyl-6H-imidazo[1,5-a][1,4]benzodiazepin-6-one), II (iodine), O (water). Run in CN(C=O)C (dimethylformamide). The product is IC=1N=CN2C1CN(C(C1=C2C=CC=C1)=O)C (4,5-dihydro-3-iodo-5-methyl-6H-imidazo[1,5-a][1,4]benzodiazepin-6-one). RXN SMILES: [CH3:1][N:2]1[C:8](=[O:9])[C:7]2[CH:10]=[CH:11][CH:12]=[CH:13][C:6]=2[N:5]2[CH:14]=[N:15][CH:16]=[C:4]2[CH2:3]1.[I:17]I.O>CN(C)C=O>[I:17][C:16]1[N:15]=[CH:14][N:5]2[C:6]3[CH:13]=[CH:12][CH:11]=[CH:10][C:7]=3[C:8](=[O:9])[N:2]([CH3:1])[CH2:3][C:4]=12. Procedure: 1.06 g (5 mmol) of 4,5-dihydro-5-methyl-6H-imidazo[1,5-a][1,4]benzodiazepin-6-one are stirred at 90° for 40 hours together with 1.26 g of iodine in 20 ml of dimethylformamide. The mixture is poured into water and extracted three times with chloroform. The chloroform extracts are washed five times with water, dried over magnesium sulphate and evaporated. By chromatography of the residue on a silica gel column there is obtained 4,5-dihydro-3-iodo-5-methyl-6H-imidazo[1,5-a][1,4]benzodiazepin-6-one ... Reactants: C1C(CC2=CC=CC=C12)N(C(OC(C)(C)C)=O)CC1=CC=C(C=C1)OC1=CC(=C(C=C1)NC(=O)OC(C)(C)C)NC=O (1,1-Dimethylethyl 2,3-dihydro-1H-inden-2-yl[(4-{[4-({[(1,1-dimethylethyl)oxy]carbonyl}amino)-3-(formylamino)phenyl]oxy}phenyl)methyl]carbamate), C(Cl)Cl (methylene chloride), FC(C(=O)O)(F)F (trifluoroacetic acid). The product is Cl.Cl.N1C=NC2=C1C=CC(=C2)OC2=CC=C(C=C2)CNC2CC1=CC=CC=C1C2 (N-{[4-(1H-benzimidazol-5-yloxy)phenyl]methyl}-2,3-dihydro-1H-inden-2-amine dihydrochloride). Reaction SMILES: [CH2:1]1[C:9]2[C:4](=[CH:5][CH:6]=[CH:7][CH:8]=2)[CH2:3][CH:2]1[N:10]([CH2:18][C:19]1[CH:24]=[CH:23][C:22]([O:25][C:26]2[CH:31]=[CH:30][C:29]([NH:32]C(OC(C)(C)C)=O)=[C:28]([NH:40][CH:41]=O)[CH:27]=2)=[CH:21][CH:20]=1)C(=O)OC(C)(C)C.FC(F)(F)C(O)=O.C(Cl)[Cl:51]>>[ClH:51].[ClH:51].[NH:32]1[C:29]2[CH:30]=[CH:31][C:26]([O:25][C:22]3[CH:23]=[CH:24][C:19]([CH2:18][NH:10][CH:2]4[CH2:3][C:4]5[C:5](=[CH:6][CH:7]=[CH:8][CH:9]=5)[CH2:1]4)=[CH:20][CH:21]=3)=[CH:27][C:28]=2[N:40]=[CH:41]1 |f:3.4.5|. Reported procedure: 1,1-Dimethylethyl 2,3-dihydro-1H-inden-2-yl[(4-{[4-({[(1,1-dimethylethyl)oxy]carbonyl}amino)-3-(formylamino)phenyl]oxy}phenyl)methyl]carbamate (365 mg, 0.637 mmol) was dissolved in 20 mL of methylene chloride and stirred with 4 mL trifluoroacetic acid for approximately 18 hours. The reaction was concentrated and purified using preparative HPLC. Pure fractions were combined, diluted with ethyl acetate and washed with 1N NaOH. The aqueous layer was extracted with ethyl acetate. The organic layers ... The reactants are C1(=CC=CC=C1)SC1(CCC1)CC(=O)O (1-Phenylthiocyclobutane-1-acetic acid), P(Cl)(Cl)(Cl)(Cl)Cl (PCl5). Solvent: C1=CC=CC=C1 (benzene). Reaction conditions: time 24 hour. The product is O=C1CC2(CCC2)SC2=C1C=CC=C2 (3,4-Dihydro-4-oxo-spiro[2H-1-benzothiopyran-2,1′-cyclobutane]). RXN SMILES: [C:1]1([S:7][C:8]2([CH2:12][C:13]([OH:15])=O)[CH2:11][CH2:10][CH2:9]2)[CH:6]=[CH:5][CH:4]=[CH:3][CH:2]=1.P(Cl)(Cl)(Cl)(Cl)Cl>C1C=CC=CC=1>[O:15]=[C:13]1[C:6]2[CH:5]=[CH:4][CH:3]=[CH:2][C:1]=2[S:7][C:8]2([CH2:9][CH2:10][CH2:11]2)[CH2:12]1. Reported procedure: A solution of 1-Phenylthiocyclobutane-1-acetic acid (10 mmol) in benzene was treated with excess of PCl5 at room temperature for 15 h. The reaction mixture was concentrated under vacuum and the residue was again dissolved in benzene. AlCl3 was then added to the solution and it was stirred for 24 h at room temperature. The reaction mixture was diluted with excess of ethyl acetate and washed with water and brine. Organic layer was then separated, dried over anhydrous Na2SO4 and concentrated under ... The reactants are S(O)(O)(=O)=O (sulphuric acid), Cl.COC1=CC=C(C=C1)NN (4-methoxyphenyl hydrazine hydrochloride), O=C(C(=O)O)CC (2-oxobutyric acid), C(C)O (ethanol). Yields the product COC=1C=C2C(=C(NC2=CC1)C(=O)OCC)C (Ethyl 5-methoxy-3-methylindole-2-carboxylate). Yield: 59.0%. RXN SMILES: S(=O)(=O)(O)O.Cl.[CH3:7][O:8][C:9]1[CH:14]=[CH:13][C:12]([NH:15]N)=[CH:11][CH:10]=1.O=[C:18]([CH2:22][CH3:23])[C:19]([OH:21])=[O:20].[CH2:24](O)[CH3:25]>>[CH3:7][O:8][C:9]1[CH:14]=[C:13]2[C:12](=[CH:11][CH:10]=1)[NH:15][C:18]([C:19]([O:21][CH2:24][CH3:25])=[O:20])=[C:22]2[CH3:23] |f:1.2|. Procedure: Concentrated sulphuric acid (1 ml) was added to a solution of 4-methoxyphenyl hydrazine hydrochloride (11.2 g) and 2-oxobutyric acid (8.72 g) in ethanol (250 ml), and the solution heated at reflux for 16 hours. The reaction was cooled, concentrated in vacuo, and the residue triturated with ethanol to give the title compound as a white solid (8.8 g, 59%). NMR δ 1.36 (t, 3H), 3.76 (s, 3H), 4.30 (q, 2H), 6.88 (dd, 1H), 7.03 (d, 1H), 7.28 (d, 1H), 11.28 (bs, 1H); m/z 232 (M−H+). The reactants are O=C([O-])[O-], CN1C(=O)CCC2(C)c3ccc(S)cc3CCC12, CN(C)C=O, CCOC(C)=O, Clc1nc(-c2ccccc2)nc2ccccc12, [K+], [K+]. Product: CN1C(=O)CCC2(C)c3ccc(Sc4nc(-c5ccccc5)nc5ccccc45)cc3CCC12. As a reaction SMILES: [C:19](=[O:20])([O-:21])[O-:22].[CH3:1][N:2]1[C:3](=[O:18])[CH2:4][CH2:5][C:6]2([CH3:17])[c:7]3[c:8]([cH:12][c:13]([SH:16])[cH:14][cH:15]3)[CH2:9][CH2:10][CH:11]12.[CH3:42][N:43]([CH3:44])[CH:45]=[O:46].[CH3:47][CH2:48][O:49][C:50](=[O:51])[CH3:52].[Cl:25][c:26]1[n:27][c:28](-[c:36]2[cH:37][cH:38][cH:39][cH:40][cH:41]2)[n:29][c:30]2[cH:31][cH:32][cH:33][cH:34][c:35]12.[K+:23].[K+:24]>>[CH3:1][N:2]1[C:3](=[O:18])[CH2:4][CH2:5][C:6]2([CH3:17])[c:7]3[c:8]([cH:12][c:13]([S:16][c:26]4[n:27][c:28](-[c:36]5[cH:37][cH:38][cH:39][cH:40][cH:41]5)[n:29][c:30]5[cH:31][cH:32][cH:33][cH:34][c:35]45)[cH:14][cH:15]3)[CH2:9][CH2:10][CH:11]12. Starting materials: S1C(=NC2=C1C=CC=C2)NC(=O)C=2C=CC=C1CCN(CC21)C=2SC(=C(N2)C(=O)OC)CCCO (methyl 2-(8-(benzo[d]thiazol-2-ylcarbamoyl)-3,4-dihydroisoquinolin-2(1H)-yl)-5-(3-hydroxypropyl)thiazole-4-carboxylate), S(=O)(=O)(C1=CC=C(C)C=C1)Cl (TsCl), TEA. Reagents/catalysts: CN(C)C=1C=CN=CC1 (DMAP). The solvent is C(Cl)Cl (DCM), CCOC(=O)C (EtOAc). Reaction conditions: time 4 hour. Yields the product S1C(=NC2=C1C=CC=C2)NC(=O)C=2C=CC=C1CCN(CC21)C=2SC(=C(N2)C(=O)OC)CCCOS(=O)(=O)C2=CC=C(C)C=C2 (methyl 2-(8-(benzo[d]thiazol-2-ylcarbamoyl)-3,4-dihydroisoquinolin-2(1H)-yl)-5-(3-(tosyloxy)propyl)thiazole-4-carboxylate). As a reaction SMILES: [S:1]1[C:5]2[CH:6]=[CH:7][CH:8]=[CH:9][C:4]=2[N:3]=[C:2]1[NH:10][C:11]([C:13]1[CH:14]=[CH:15][CH:16]=[C:17]2[C:22]=1[CH2:21][N:20]([C:23]1[S:24][C:25]([CH2:32][CH2:33][CH2:34][OH:35])=[C:26]([C:28]([O:30][CH3:31])=[O:29])[N:27]=1)[CH2:19][CH2:18]2)=[O:12].[S:36](Cl)([C:39]1[CH:45]=[CH:44][C:42]([CH3:43])=[CH:41][CH:40]=1)(=[O:38])=[O:37]>C(Cl)Cl.CN(C1C=CN=CC=1)C.CCOC(C)=O>[S:1]1[C:5]2[CH:6]=[CH:7][CH:8]=[CH:9][C:4]=2[N:3]=[C:2]1[NH:10][C:11]([C:13]1[CH:14]=[CH:15][CH:16]=[C:17]2[C:22]=1[CH2:21][N:20]([C:23]1[S:24][C:25]([CH2:32][CH2:33][CH2:34][O:35][S:36]([C:39]3[CH:45]=[CH:44][C:42]([CH3:43])=[CH:41][CH:40]=3)(=[O:38])=[O:37])=[C:26]([C:28]([O:30][CH3:31])=[O:29])[N:27]=1)[CH2:19][CH2:18]2)=[O:12]. Procedure: To a solution of methyl 2-(8-(benzo[d]thiazol-2-ylcarbamoyl)-3,4-dihydroisoquinolin-2(1H)-yl)-5-(3-hydroxypropyl)thiazole-4-carboxylate (0.5 g, 0.96 mmol) in DCM (10 mL) was added TsCl (182 mg, 1 mmol), TEA (97 mg, 1 mmol), and catalytic amount of DMAP. The mixture was stirred at rt for 4 hours. The mixture was diluted with EtOAc and washed with water, brine, dried over Na2SO4, and concentrated under reduced pressure to provide the desired product methyl 2-(8-(benzo[d]thiazol-2-ylcarbamoyl)-3,4-...